From a dataset of the Open Reaction Database (ORD), a public repository of structured organic reaction records. describe an organic reaction: reactants, conditions, products, and yield Starting materials: FC1=C(C=CC(=C1)I)NC1=C(C(=O)O)C=CN=C1 (3-[(2-fluoro-4-iodophenyl)amino]isonicotinic acid), FC1=C(C=CC(=C1)I)NC1=C(C(=O)O)C=CN=C1 (3-[(2-fluoro-4-iodophenyl)amino]isonicotinic acid), N1=C(C=CC=C1)CN (pyridine-2-methylamine). Product: FC1=C(C=CC(=C1)I)NC1=C(C(=O)NCC2=NC=CC=C2)C=CN=C1 (3-[(2-fluoro-4-iodophenyl)amino]-N-(pyridin-2-ylmethyl)isonicotinamide). As a reaction SMILES: [F:1][C:2]1[CH:7]=[C:6]([I:8])[CH:5]=[CH:4][C:3]=1[NH:9][C:10]1[CH:18]=[N:17][CH:16]=[CH:15][C:11]=1[C:12]([OH:14])=O.[N:19]1[CH:24]=[CH:23][CH:22]=[CH:21][C:20]=1[CH2:25][NH2:26]>>[F:1][C:2]1[CH:7]=[C:6]([I:8])[CH:5]=[CH:4][C:3]=1[NH:9][C:10]1[CH:18]=[N:17][CH:16]=[CH:15][C:11]=1[C:12]([NH:26][CH2:25][C:20]1[CH:21]=[CH:22][CH:23]=[CH:24][N:19]=1)=[O:14]. Reported procedure: 3-[(2-fluoro-4-iodophenyl)amino]-N-(pyridin-2-ylmethyl)isonicotinamide was synthesized according to the procedure for General Method 1, outlined above, starting with 0.46 mmol of 3-[(2-fluoro-4-iodophenyl)amino]isonicotinic acid (intermediate 1) and 0.78 mmol of pyridine-2-methylamine. LC/MS [8.33 min; 449 (M+1)]